Dataset: the Open Reaction Database (ORD), a public repository of structured organic reaction records. Task: describe an organic reaction: reactants, conditions, products, and yield The reactants are ClC=1C=CC(=C(C(=O)N[C@H](C(=O)O)CC2=CC=C(C=C2)C2=CC=C(C=C2)OC(F)(F)F)C1)OCCCCCCC ((2S)-(5-Chloro-2-heptyloxy-benzoylamino)-3-(4′-trifluoromethoxy-biphenyl-4-yl)-propionic acid), C(C)(C)(C)C1=CC=C(C=C1)B(O)O (4-tert-butyl phenyl boronic acid). The product is C1(=CC=C(C=C1)C[C@@H](C(=O)O)NC(=O)C=1C=C(C=CC1)C1=CC=C(C=C1)C(C)(C)C)C1=CC=CC=C1 (3-Biphenyl-4-yl-(2S)-[(4′-tert-butyl-biphenyl-3-carbonyl)-amino]-propionic acid). The yield is 86.5%. As a reaction SMILES: Cl[C:2]1[CH:3]=[CH:4][C:5](OCCCCCCC)=[C:6]([CH:32]=1)[C:7]([NH:9][C@@H:10]([CH2:14][C:15]1[CH:20]=[CH:19][C:18]([C:21]2[CH:26]=[CH:25][C:24](OC(F)(F)F)=[CH:23][CH:22]=2)=[CH:17][CH:16]=1)[C:11]([OH:13])=[O:12])=[O:8].[C:41]([C:45]1[CH:50]=[CH:49][C:48](B(O)O)=[CH:47][CH:46]=1)([CH3:44])([CH3:43])[CH3:42]>>[C:18]1([C:21]2[CH:22]=[CH:23][CH:24]=[CH:25][CH:26]=2)[CH:19]=[CH:20][C:15]([CH2:14][C@H:10]([NH:9][C:7]([C:6]2[CH:32]=[C:2]([C:48]3[CH:49]=[CH:50][C:45]([C:41]([CH3:44])([CH3:43])[CH3:42])=[CH:46][CH:47]=3)[CH:3]=[CH:4][CH:5]=2)=[O:8])[C:11]([OH:13])=[O:12])=[CH:16][CH:17]=1. Procedure: 3-Biphenyl-4-yl-(2S)-[(3-bromo-benzoyl-amino)-propionic acid (100 mg, 0.23 mmol) was reacted with 4-tert-butyl phenyl boronic acid (125 mg, 0.69 mmol) by following general procedure D yielding the title compound (95 mg) as a white solid. Starting materials: CC#N, Cl, C1CCC2=NCCCN2CC1, NCc1cccc2c1C(=O)N(C1CCC(=O)NC1=O)C2=O, O=C(Cl)Cc1ccccc1. The product is O=C(Cc1ccccc1)NCc1cccc2c1C(=O)N(C1CCC(=O)NC1=O)C2=O. Reaction SMILES: [CH3:44][C:45]#[N:46].[ClH:12].[N:1]12[CH2:2][CH2:3][CH2:4][N:5]=[C:6]1[CH2:7][CH2:8][CH2:9][CH2:10][CH2:11]2.[NH2:13][CH2:14][c:15]1[c:16]2[c:20]([cH:21][cH:22][cH:23]1)[C:19](=[O:24])[N:18]([CH:25]1[C:26](=[O:32])[NH:27][C:28](=[O:31])[CH2:29][CH2:30]1)[C:17]2=[O:33].[c:34]1([CH2:40][C:41](=[O:42])[Cl:43])[cH:35][cH:36][cH:37][cH:38][cH:39]1>>[NH:13]([CH2:14][c:15]1[c:16]2[c:20]([cH:21][cH:22][cH:23]1)[C:19](=[O:24])[N:18]([CH:25]1[C:26](=[O:32])[NH:27][C:28](=[O:31])[CH2:29][CH2:30]1)[C:17]2=[O:33])[C:41]([CH2:40][c:34]1[cH:35][cH:36][cH:37][cH:38][cH:39]1)=[O:42]. Reactants: COC(C)(C)C (tert.butyl methyl ether), potassium tert.butylate, C(#N)[C@@H]1CC[C@H](CC1)[C@@H]1CC[C@H](CC1)CCCC=O (4-[trans-4-(trans-4-cyanocyclohexyl)cyclohexyl]butyraldehyde), COC(C)(C)C (tert.butyl methyl ether). Reagents/catalysts: [Br-].C[P+](C1=CC=CC=C1)(C1=CC=CC=C1)C1=CC=CC=C1 (methyltriphenylphosphonium bromide). The solvent is O (water). Run at temperature 0 celsius, time 1 hour. Yields the product C(CCC=C)[C@@H]1CC[C@H](CC1)[C@@H]1CC[C@H](CC1)C#N (trans-4-[trans-4-(4-pentenyl)cyclohexyl]-cyclohexanecarbonitrile). Reaction SMILES: [C:1]([C@H:3]1[CH2:8][CH2:7][C@H:6]([C@H:9]2[CH2:14][CH2:13][C@H:12]([CH2:15][CH2:16][CH2:17][CH:18]=O)[CH2:11][CH2:10]2)[CH2:5][CH2:4]1)#[N:2].[CH3:20]OC(C)(C)C>[Br-].C[P+](C1C=CC=CC=1)(C1C=CC=CC=1)C1C=CC=CC=1.O>[CH2:15]([C@H:12]1[CH2:13][CH2:14][C@H:9]([C@H:6]2[CH2:7][CH2:8][C@H:3]([C:1]#[N:2])[CH2:4][CH2:5]2)[CH2:10][CH2:11]1)[CH2:16][CH2:17][CH:18]=[CH2:20] |f:2.3|. Procedure: 3.28 g of methyltriphenylphosphonium bromide were suspended in 40 ml of tert.butyl methyl ether while gassing with argon. The suspension was treated at room temperature within 1 minute with 962 mg of potassium tert.butylate and stirred for 1 hour. The mixture was subsequently cooled to 0° C., treated dropwise within 3 minutes with a solution of 1.5 g of 4-[trans-4-(trans-4-cyanocyclohexyl)cyclohexyl]butyraldehyde in 20 ml of tert.butyl methyl ether and stirred at 0° C. for a further 45 minutes. ... Starting materials: CC(CN1CCCC1)(C)N1C=NC(=C1)NC(C(CCC)N)=O (2-Amino-pentanoic acid [1-(1,1-dimethyl-2-pyrrolidin-1-yl-ethyl)-1H-imidazol-4-yl]-amide), FC=1C=C(C=C(C1)F)CC=O ((3,5-Difluoro-phenyl)-acetaldehyde). The product is CC(CN1CCCC1)(C)N1C=NC(=C1)NC(C(CCC)NCCC1=CC(=CC(=C1)F)F)=O (2-[2-(3,5-Difluoro-phenyl)-ethylamino]-pentanoic acid [1-(1,1-dimethyl-2-pyrrolidin-1-yl-ethyl)-1H-imidazol-4-yl]-amide). RXN SMILES: [CH3:1][C:2]([N:10]1[CH:14]=[C:13]([NH:15][C:16](=[O:22])[CH:17]([NH2:21])[CH2:18][CH2:19][CH3:20])[N:12]=[CH:11]1)([CH3:9])[CH2:3][N:4]1[CH2:8][CH2:7][CH2:6][CH2:5]1.[F:23][C:24]1[CH:25]=[C:26]([CH2:31][CH:32]=O)[CH:27]=[C:28]([F:30])[CH:29]=1>>[CH3:1][C:2]([N:10]1[CH:14]=[C:13]([NH:15][C:16](=[O:22])[CH:17]([NH:21][CH2:32][CH2:31][C:26]2[CH:25]=[C:24]([F:23])[CH:29]=[C:28]([F:30])[CH:27]=2)[CH2:18][CH2:19][CH3:20])[N:12]=[CH:11]1)([CH3:9])[CH2:3][N:4]1[CH2:8][CH2:7][CH2:6][CH2:5]1. Procedure: 2-Amino-pentanoic acid [1-(1,1-dimethyl-2-pyrrolidin-1-yl-ethyl)-1H-imidazol-4-yl]-amide was reacted with (3,5-Difluoro-phenyl)-acetaldehyde to provide the title compound: C13 NMR (100 MHz, CDCl3) 14.1, 19.4, 24.3, 26.7, 36.0, 36.4, 50.0, 56.0, 59.1, 63.1, 67.2, 101.8, 102.1, 102.3, 104.8, 111.5, 111.8, 131.2, 137.3, 143.5, 162.0, 162.1, 164.5, 164.6, 171.7; MS m/z 448.4 (M+1). The reactants are CSC1=Nc2c(Br)cc(Cl)cc2C(C)N1, ClCCl, CC#N, I, [Na+], NCCOc1ccccc1, [OH-], OO. Yields the product CC1NC(NCCOc2ccccc2)=Nc2c(Br)cc(Cl)cc21. As a reaction SMILES: [Br:2][c:3]1[cH:4][c:5]([Cl:16])[cH:6][c:7]2[c:12]1[N:11]=[C:10]([S:13][CH3:14])[NH:9][CH:8]2[CH3:15].[CH2:34]([Cl:35])[Cl:36].[CH3:31][C:32]#[N:33].[IH:1].[Na+:28].[O:17]([c:18]1[cH:19][cH:20][cH:21][cH:22][cH:23]1)[CH2:24][CH2:25][NH2:26].[OH-:27].[OH:29][OH:30]>>[Br:2][c:3]1[cH:4][c:5]([Cl:16])[cH:6][c:7]2[c:12]1[N:11]=[C:10]([NH:26][CH2:25][CH2:24][O:17][c:18]1[cH:19][cH:20][cH:21][cH:22][cH:23]1)[NH:9][CH:8]2[CH3:15]. Starting materials: COc1cc2cc(Nc3cc(C)[nH]n3)nc(Cl)c2cc1OC, Oc1ccc(F)cc1. The product is COc1cc2cc(Nc3cc(C)[nH]n3)nc(Oc3ccc(F)cc3)c2cc1OC. Reaction SMILES: [Cl:9][c:10]1[n:11][c:12]([NH:24][c:25]2[n:26][nH:27][c:28]([CH3:30])[cH:29]2)[cH:13][c:14]2[cH:15][c:16]([O:22][CH3:23])[c:17]([O:20][CH3:21])[cH:18][c:19]12.[F:1][c:2]1[cH:3][cH:4][c:5]([OH:8])[cH:6][cH:7]1>>[F:1][c:2]1[cH:3][cH:4][c:5]([O:8][c:10]2[n:11][c:12]([NH:24][c:25]3[n:26][nH:27][c:28]([CH3:30])[cH:29]3)[cH:13][c:14]3[cH:15][c:16]([O:22][CH3:23])[c:17]([O:20][CH3:21])[cH:18][c:19]23)[cH:6][cH:7]1.